This data is from the Open Reaction Database (ORD), a public repository of structured organic reaction records. The task is: describe an organic reaction: reactants, conditions, products, and yield Reactants: BrCCCCCCBr (1,6-dibromohexane), C(CC)N(CCC)CCC (tripropylamine). Run in CO (methanol). Reaction conditions: time 24 hour. The product is [Br-].[Br-].C(CC)[N+](CCCCCC[N+](CCC)(CCC)CCC)(CCC)CCC (N,N,N,N',N',N'-Hexapropylhexamethylenediammonium dibromide). Reaction SMILES: [Br:1][CH2:2][CH2:3][CH2:4][CH2:5][CH2:6][CH2:7]Br.[CH2:9]([N:12]([CH2:16][CH2:17][CH3:18])[CH2:13][CH2:14][CH3:15])[CH2:10][CH3:11]>CO>[Br-:1].[Br-:1].[CH2:9]([N+:12]([CH2:16][CH2:17][CH3:18])([CH2:13][CH2:14][CH3:15])[CH2:2][CH2:3][CH2:4][CH2:5][CH2:6][CH2:7][N+:12]([CH2:16][CH2:17][CH3:18])([CH2:13][CH2:14][CH3:15])[CH2:9][CH2:10][CH3:11])[CH2:10][CH3:11] |f:3.4.5|. Procedure details: N,N,N,N',N',N'-Hexapropylhexamethylenediammonium dibromide was synthesized by refluxing 100 grams (0.4 mole) of 1,6-dibromohexane with 140 grams (0.98 mole) of tripropylamine in 200 cc of methanol. The reaction took 24 hours and an oil was precipitated by addition of ether. The oil was redissolved in dimethylformamide. Addition of ether precipitated a white solid, which was separated from the liquid by filtration. It was washed with ether and dried at 50° C. in a vacuum. The composition of the p... The reactants are ClC1=C2C(=NC3=C1N=CN3C)NC(N2C2=C(C=C(C=C2)I)F)=O (8-chloro-1-(2-fluoro-4-iodophenyl)-5-methyl-3,5-dihydrodiimidazo[4,5-b:4′,5′-e]pyridin-2(1H)-one), [Li+].C[Si](C)(C)[N-][Si](C)(C)C (LiHMDS), [Si](C)(C)(C(C)(C)C)OCCC1(CC1)S(=O)(=O)Cl (1-(2-(tert-butyldimethylsilyloxy)ethyl)cyclopropane-1-sulfonyl chloride). Solvent: C1CCOC1 (THF). Reaction conditions: temperature -78 celsius, time 30 minute. The product is [Si](C)(C)(C(C)(C)C)OCCC1(CC1)S(=O)(=O)N1C(N(C=2C1=NC1C(C2Cl)N=CN1C)C1=C(C=C(C=C1)I)F)=O (3-(1-(2-(Tert-butyldimethylsilyloxy)ethyl)cyclopropylsulfonyl)-8-chloro-1-(2-fluoro-4-iodophenyl)-5-methyl-3,4a,5,7a-tetrahydrodiimidazo[4,5-b:4′,5′-e]pyridin-2(1H)-one). Reaction SMILES: [Cl:1][C:2]1[C:7]2[N:8]=[CH:9][N:10]([CH3:11])[C:6]=2[N:5]=[C:4]2[NH:12][C:13](=[O:23])[N:14]([C:15]3[CH:20]=[CH:19][C:18]([I:21])=[CH:17][C:16]=3[F:22])[C:3]=12.[Li+].C[Si]([N-][Si](C)(C)C)(C)C.[Si:34]([O:41][CH2:42][CH2:43][C:44]1([S:47](Cl)(=[O:49])=[O:48])[CH2:46][CH2:45]1)([C:37]([CH3:40])([CH3:39])[CH3:38])([CH3:36])[CH3:35]>C1COCC1>[Si:34]([O:41][CH2:42][CH2:43][C:44]1([S:47]([N:12]2[C:4]3=[N:5][CH:6]4[N:10]([CH3:11])[CH:9]=[N:8][CH:7]4[C:2]([Cl:1])=[C:3]3[N:14]([C:15]3[CH:20]=[CH:19][C:18]([I:21])=[CH:17][C:16]=3[F:22])[C:13]2=[O:23])(=[O:48])=[O:49])[CH2:46][CH2:45]1)([C:37]([CH3:39])([CH3:40])[CH3:38])([CH3:36])[CH3:35] |f:1.2|. Procedure: To a solution of 8-chloro-1-(2-fluoro-4-iodophenyl)-5-methyl-3,5-dihydrodiimidazo[4,5-b:4′,5′-e]pyridin-2(1H)-one (example 16, step B) (150 mg, 0.35 mmol) in THF (5 ml) at −78° C. is added LiHMDS (0.39 ml, 1 M in THF, 0.39 mmol). The reaction mixture is stirred at −78° C. for 30 min and 1-(2-(tert-butyldimethylsilyloxy)ethyl)cyclopropane-1-sulfonyl chloride (144 mg, 0.48 mmol) is added to the mixture. The reaction is slowly warmed to room temperature and stirred at the temperature for 16 h. The ... Reactants: ClCCl, O=C(Cl)C1(c2cccc([N+](=O)[O-])c2)CCC1, OC1CN2CCC1CC2. The product is Cl, O=C(OC1CN2CCC1CC2)C1(c2cccc([N+](=O)[O-])c2)CCC1. RXN SMILES: [Cl:26][CH2:27][Cl:28].[N+:1](=[O:2])([O-:3])[c:4]1[cH:5][c:6]([C:10]2([C:14](=[O:15])[Cl:16])[CH2:11][CH2:12][CH2:13]2)[cH:7][cH:8][cH:9]1.[N:17]12[CH2:18][CH:19]([OH:25])[CH:20]([CH2:21][CH2:22]1)[CH2:23][CH2:24]2>>[ClH:16].[N+:1](=[O:2])([O-:3])[c:4]1[cH:5][c:6]([C:10]2([C:14](=[O:15])[O:25][CH:19]3[CH2:18][N:17]4[CH2:22][CH2:21][CH:20]3[CH2:23][CH2:24]4)[CH2:11][CH2:12][CH2:13]2)[cH:7][cH:8][cH:9]1. Reactants: CC(=O)[O-], CC(=O)O, N#Cc1cnc2ccc(C=O)cc2c1-c1cccnc1, [Na+], O=C1CSC(=S)N1. The product is N#Cc1cnc2ccc(C=C3SC(=S)NC3=O)cc2c1-c1cccnc1. Reaction SMILES: [CH3:29][C:30](=[O:31])[O-:32].[CH3:33][C:34](=[O:35])[OH:36].[CH:1](=[O:2])[c:3]1[cH:4][c:5]2[c:6](-[c:15]3[cH:16][n:17][cH:18][cH:19][cH:20]3)[c:7]([C:13]#[N:14])[cH:8][n:9][c:10]2[cH:11][cH:12]1.[Na+:28].[S:21]1[C:22](=[S:23])[NH:24][C:25](=[O:26])[CH2:27]1>>[CH:1]([c:3]1[cH:4][c:5]2[c:6](-[c:15]3[cH:16][n:17][cH:18][cH:19][cH:20]3)[c:7]([C:13]#[N:14])[cH:8][n:9][c:10]2[cH:11][cH:12]1)=[C:27]1[S:21][C:22](=[S:23])[NH:24][C:25]1=[O:26].